Task: describe an organic reaction: reactants, conditions, products, and yield. Dataset: the Open Reaction Database (ORD), a public repository of structured organic reaction records Starting materials: COCC(C)NC1=NC=NC(=C1)[Sn](C)(C)C (N-(2-methoxy-1-methylethyl)-6-(trimethylstannyl)-4-pyrimidinamine), COCC(C)NC1=NC=NC(=C1)[Sn](C)(C)C (N-(2-methoxy-1-methylethyl)-6-(trimethylstannyl)-4-pyrimidinamine), ClC1=NC=CC(=N1)Cl (2,4-dichloropyrimidine). Reagents/catalysts: [Cu](I)I (copper iodide), Cl[Pd]([P](C1=CC=CC=C1)(C2=CC=CC=C2)C3=CC=CC=C3)([P](C4=CC=CC=C4)(C5=CC=CC=C5)C6=CC=CC=C6)Cl (bis(triphenylphosphine)palladium(II) dichloride). Solvent: CN1C(CCC1)=O (N-methylpyrrolidinone), O (water). Product: ClC1=NC=CC(=N1)C1=NC=NC(=C1)NC(COC)C (2′-chloro-N-(2-methoxy-1-methylethyl) [4,4′-bipyrimidine]-6-amine). Reaction SMILES: [CH3:1][O:2][CH2:3][CH:4]([NH:6][C:7]1[CH:12]=[C:11]([Sn](C)(C)C)[N:10]=[CH:9][N:8]=1)[CH3:5].[Cl:17][C:18]1[N:23]=[C:22](Cl)[CH:21]=[CH:20][N:19]=1>CN1CCCC1=O.O.[Cu](I)I.Cl[Pd](Cl)([P](C1C=CC=CC=1)(C1C=CC=CC=1)C1C=CC=CC=1)[P](C1C=CC=CC=1)(C1C=CC=CC=1)C1C=CC=CC=1>[Cl:17][C:18]1[N:23]=[C:22]([C:11]2[CH:12]=[C:7]([NH:6][CH:4]([CH3:5])[CH2:3][O:2][CH3:1])[N:8]=[CH:9][N:10]=2)[CH:21]=[CH:20][N:19]=1 |^1:38,57|. Reported procedure: To a solution of N-(2-methoxy-1-methylethyl)-6-(trimethylstannyl)-4-pyrimidinamine (i.e., the product of Step B) (0.5 g, 1.51 mmol), 2,4-dichloropyrimidine (0.22 g, 1.51 mmol) and copper iodide (12 mg, 0.061 mmol) in N-methylpyrrolidinone (12 mL) under a nitrogen atmosphere was added bis(triphenylphosphine)palladium(II) dichloride (53 mg, 0.076 mmol). The resulting mixture was stirred at reflux for 2 h. After cooling to room temperature, the solution was diluted with water and extracted with die... Reactants: CO (MeOH), OC\C=C/CCCC(=O)OC (Methyl cis-7-Hydroxy-5-heptenoate), C(Br)(Br)(Br)Br (carbon tetrabromide), C1(=CC=CC=C1)P(C1=CC=CC=C1)C1=CC=CC=C1 (triphenylphosphine). The solvent is C(Cl)Cl (CH2Cl2). Reaction conditions: time 40 minute. Product: BrC\C=C/CCCC(=O)OC (Methyl cis-7-Bromo-5-heptenoate). Yield: 95.7%. Reaction SMILES: O[CH2:2]/[CH:3]=[CH:4]\[CH2:5][CH2:6][CH2:7][C:8]([O:10][CH3:11])=[O:9].C(Br)(Br)(Br)[Br:13].C1(P(C2C=CC=CC=2)C2C=CC=CC=2)C=CC=CC=1.CO>C(Cl)Cl>[Br:13][CH2:2]/[CH:3]=[CH:4]\[CH2:5][CH2:6][CH2:7][C:8]([O:10][CH3:11])=[O:9]. Procedure details: To a solution of alcohol 39 (1.48 g, 9.36 mmol) and carbon tetrabromide (3.40 g, 10.25 mmol) in dry CH2Cl2 (50 mL) was added triphenylphosphine (2.70 g, 10.30 mmol) in portions. The reaction mixture was stirred for 40 min and MeOH (1 mL) was added. Concentration on a rotary evaporator, followed by flash chromatography using 50:1 hexane/EtOAc as eluent, gave 40 as a colorless oil (1.98 g, 96%): IR (neat) 3020 (w), 2945, 2860 (w), 1740 (s), 1435, 1370, 1200, 1165 cm-1 ; 1H NMR (CDCl3) δ 5.77 (m, J... Starting materials: CC(C)(C)OC(=O)OC(=O)[O-], CC(C)(C)O, Cl, [Na+], O=C1CCCNCC1, [OH-], O. The product is CC(C)(C)OC(=O)N1CCCC(=O)CC1. RXN SMILES: [C:12]([CH3:13])([CH3:14])([CH3:15])[O:16][C:17](=[O:18])[O:19][C:20]([O-:21])=[O:22].[C:23]([OH:24])([CH3:25])([CH3:26])[CH3:27].[ClH:9].[Na+:11].[O:1]=[C:2]1[CH2:3][CH2:4][NH:5][CH2:6][CH2:7][CH2:8]1.[OH-:10].[OH2:28]>>[O:1]=[C:2]1[CH2:3][CH2:4][N:5]([C:17]([O:16][C:12]([CH3:13])([CH3:14])[CH3:15])=[O:18])[CH2:6][CH2:7][CH2:8]1. Starting materials: CCc1nc2c(C)cc(-c3nc4cc(F)ccc4n3C)cc2n1Cc1ccc(-c2ccccc2C(=O)OC(C)(C)C)cc1, ClCCl, O=C(O)C(F)(F)F. Yields the product CCc1nc2c(C)cc(-c3nc4cc(F)ccc4n3C)cc2n1Cc1ccc(-c2ccccc2C(=O)O)cc1. As a reaction SMILES: [CH2:1]([CH3:2])[c:3]1[n:4][c:5]2[c:6]([n:7]1[CH2:8][c:9]1[cH:10][cH:11][c:12](-[c:15]3[c:16]([C:21](=[O:22])[O:23][C:24]([CH3:25])([CH3:26])[CH3:27])[cH:17][cH:18][cH:19][cH:20]3)[cH:13][cH:14]1)[cH:28][c:29](-[c:33]1[n:34][c:35]3[c:36]([n:37]1[CH3:38])[cH:39][cH:40][c:41]([F:43])[cH:42]3)[cH:30][c:31]2[CH3:32].[CH2:51]([Cl:52])[Cl:53].[OH:44][C:45]([C:46]([F:47])([F:48])[F:49])=[O:50]>>[CH2:1]([CH3:2])[c:3]1[n:4][c:5]2[c:6]([n:7]1[CH2:8][c:9]1[cH:10][cH:11][c:12](-[c:15]3[c:16]([C:21](=[O:22])[OH:23])[cH:17][cH:18][cH:19][cH:20]3)[cH:13][cH:14]1)[cH:28][c:29](-[c:33]1[n:34][c:35]3[c:36]([n:37]1[CH3:38])[cH:39][cH:40][c:41]([F:43])[cH:42]3)[cH:30][c:31]2[CH3:32].